This data is from the Open Reaction Database (ORD), a public repository of structured organic reaction records. The task is: describe an organic reaction: reactants, conditions, products, and yield The reactants are CS(=O)(=O)N1CCNCC1, CCO, CCN(C(C)C)C(C)C, CC(C)c1cc(Nc2cc(NC(=O)c3c(Cl)cccc3Cl)ccn2)nc(Cl)n1. Product: CC(C)c1cc(Nc2cc(NC(=O)c3c(Cl)cccc3Cl)ccn2)nc(N2CCN(S(C)(=O)=O)CC2)n1. Reaction SMILES: [CH3:38][S:39](=[O:40])(=[O:41])[N:42]1[CH2:43][CH2:44][NH:45][CH2:46][CH2:47]1.[CH3:48][CH2:49][OH:50].[CH:29]([N:30]([CH:31]([CH3:32])[CH3:33])[CH2:34][CH3:35])([CH3:36])[CH3:37].[Cl:1][c:2]1[c:3]([C:4](=[O:5])[NH:6][c:7]2[cH:8][c:9]([NH:13][c:14]3[n:15][c:16]([Cl:23])[n:17][c:18]([CH:20]([CH3:21])[CH3:22])[cH:19]3)[n:10][cH:11][cH:12]2)[c:24]([Cl:28])[cH:25][cH:26][cH:27]1>>[Cl:1][c:2]1[c:3]([C:4](=[O:5])[NH:6][c:7]2[cH:8][c:9]([NH:13][c:14]3[n:15][c:16]([N:45]4[CH2:44][CH2:43][N:42]([S:39]([CH3:38])(=[O:40])=[O:41])[CH2:47][CH2:46]4)[n:17][c:18]([CH:20]([CH3:21])[CH3:22])[cH:19]3)[n:10][cH:11][cH:12]2)[c:24]([Cl:28])[cH:25][cH:26][cH:27]1. Reactants: ClC1=C(C=C(C2=C1C(CO2)C)C2O[C@@H]([C@H]([C@@H]([C@H]2OCC2=CC=CC=C2)OCC2=CC=CC=C2)OCC2=CC=CC=C2)COCC2=CC=CC=C2)CC2=CC=C(C=C2)OCC (4-chloro-5-(4-ethoxybenzyl)-3-methyl-7-((3S,4R,5R,6R)-3,4,5-tris(benzyloxy)-6-(benzyloxymethyl)-tetrahydro-2H-pyran-2-yl)-2,3-dihydrobenzofuran). Reagents/catalysts: [Pd] (Pd/C). Solvent: C1CCOC1.CO (THF MeOH). Reaction conditions: time 15 hour. Yields the product ClC1=C(C=C(C2=C1C(CO2)C)[C@@H]2O[C@@H]([C@H]([C@@H]([C@H]2O)O)O)CO)CC2=CC=C(C=C2)OCC ((2S,3R,4R,5S,6R)-2-(4-Chloro-5-(4-ethoxybenzyl)-3-methyl-2,3-dihydrobenzofuran-7-yl)-6-(hydroxymethyl)-tetrahydro-2H-pyran-3,4,5-triol). The yield is 41.6%. RXN SMILES: [Cl:1][C:2]1[C:7]2[CH:8]([CH3:11])[CH2:9][O:10][C:6]=2[C:5]([CH:12]2[C@H:17]([O:18]CC3C=CC=CC=3)[C@@H:16]([O:26]CC3C=CC=CC=3)[C@H:15]([O:34]CC3C=CC=CC=3)[C@@H:14]([CH2:42][O:43]CC3C=CC=CC=3)[O:13]2)=[CH:4][C:3]=1[CH2:51][C:52]1[CH:57]=[CH:56][C:55]([O:58][CH2:59][CH3:60])=[CH:54][CH:53]=1>C1COCC1.CO.[Pd]>[Cl:1][C:2]1[C:7]2[CH:8]([CH3:11])[CH2:9][O:10][C:6]=2[C:5]([C@H:12]2[C@H:17]([OH:18])[C@@H:16]([OH:26])[C@H:15]([OH:34])[C@@H:14]([CH2:42][OH:43])[O:13]2)=[CH:4][C:3]=1[CH2:51][C:52]1[CH:53]=[CH:54][C:55]([O:58][CH2:59][CH3:60])=[CH:56][CH:57]=1 |f:1.2|. Reported procedure: To a solution of 4-chloro-5-(4-ethoxybenzyl)-3-methyl-7-((3S,4R,5R,6R)-3,4,5-tris(benzyloxy)-6-(benzyloxymethyl)-tetrahydro-2H-pyran-2-yl)-2,3-dihydrobenzofuran (102 mg, 0.124 mmol) in THF/MeOH (4 mL/2 mL) was added 10% Pd/C (50 mg) at rt. The reaction mixture was stirred at r.t. for 15 hours under hydrogen and filtered off. The filtrate was concentrated in vacuo and the residue was purified using reverse phase preparative HPLC to provide the title compound (24 mg, 42%) as a white solid. The reactants are O=C([O-])[O-], COc1cc2ncnc(Cl)c2cc1OC, [Cs+], [Cs+], Nc1cc(O)c(F)cc1F, CN(C)C=O, O. The product is COc1cc2ncnc(Oc3cc(N)c(F)cc3F)c2cc1OC. As a reaction SMILES: [C:1](=[O:2])([O-:3])[O-:4].[Cl:17][c:18]1[n:19][cH:20][n:21][c:22]2[cH:23][c:24]([O:30][CH3:31])[c:25]([O:28][CH3:29])[cH:26][c:27]12.[Cs+:5].[Cs+:6].[NH2:7][c:8]1[c:9]([F:16])[cH:10][c:11]([F:15])[c:12]([OH:14])[cH:13]1.[O:33]=[CH:34][N:35]([CH3:36])[CH3:37].[OH2:32]>>[NH2:7][c:8]1[c:9]([F:16])[cH:10][c:11]([F:15])[c:12]([O:14][c:18]2[n:19][cH:20][n:21][c:22]3[cH:23][c:24]([O:30][CH3:31])[c:25]([O:28][CH3:29])[cH:26][c:27]23)[cH:13]1. Starting materials: C(C)(C)(C)OC(=O)N1CC(C=CC1)O (3-Hydroxy-3,6-dihydro-2H-pyridine-1-carboxylic acid tert-butyl ester), [Cr](=O)(=O)([O-])Cl.[NH+]1=CC=CC=C1 (Pyridinium chlorochromate). The solvent is ClCCl (dichloromethane). Product: C(C)(C)(C)OC(=O)N1CC(C=CC1)=O (3-oxo-3,6-dihydro-2H-pyridine-1-carboxylic acid tert-butyl ester). The yield is 61.5%. As a reaction SMILES: [C:1]([O:5][C:6]([N:8]1[CH2:13][CH:12]=[CH:11][CH:10]([OH:14])[CH2:9]1)=[O:7])([CH3:4])([CH3:3])[CH3:2].[Cr](Cl)([O-])(=O)=O.[NH+]1C=CC=CC=1>ClCCl>[C:1]([O:5][C:6]([N:8]1[CH2:13][CH:12]=[CH:11][C:10](=[O:14])[CH2:9]1)=[O:7])([CH3:4])([CH3:2])[CH3:3] |f:1.2|. Reported procedure: 3-Hydroxy-3,6-dihydro-2H-pyridine-1-carboxylic acid tert-butyl ester (3.1 g, 17.3 mmol) was dissolved in dichloromethane (30 mL) under an argon atmosphere. Pyridinium chlorochromate (5 g, 23 mmol) was added in portions over 1 hour. The dichloromethane solution was filtered through silica gel (100 g), eluting with dichloromethane. The crude brown solid (2.84 g) was purified by MPLC (Companion) on a silica cartridge (40 g), eluting with 100% heptane followed by a gradient of ethyl acetate/heptane ... Reported procedure: In a round-bottomed flask, the diastereomeric mixture containing (2R*,3R*)- and (2R*,3S*)-2-(tert-butoxy-carbonylamino)-3-hydroxy-4,4-dimethyl-pentanoate (0.4 g, 1.38 mmol) was dissolved in a 6.0 M HCl solution (30 mL). The resulting solution was divided into two equal aliquots and stirred at 130° C. for 1 h. All portions were joined and the reaction mixture extracted with Et2O (3×20 mL). The aqueous phase was concentrated under reduced pressure giving a yellowish solid crude product, as a diast... As a reaction SMILES: C(OC([NH:8][C@H:9]([C@@H:13]([OH:18])[C:14]([CH3:17])([CH3:16])[CH3:15])[C:10]([O-:12])=[O:11])=O)(C)(C)C>Cl>[NH2:8][C@H:9]([C@@H:13]([OH:18])[C:14]([CH3:16])([CH3:15])[CH3:17])[C:10]([OH:12])=[O:11]. The reactants are C(C)(C)(C)OC(=O)N[C@@H](C(=O)[O-])[C@H](C(C)(C)C)O ((2R*,3S*)-2-(tert-butoxy-carbonylamino)-3-hydroxy-4,4-dimethyl-pentanoate). Conditions: temperature 130 celsius, time 1 hour. Product: N[C@@H](C(=O)O)[C@H](C(C)(C)C)O ((2R*,3S*)-2-amino-3-hydroxy-4,4-dimethyl-pentanoic acid). The solvent is Cl (HCl). Reactants: C(C)(=O)O[C@@H]1C([C@@H]2CC[C@]3([C@@]4(CC[C@@]5([C@@H]([C@H]4CC[C@@H]3[C@]2(CC1)C)[C@@H](CC5)C(=C)C)C(N[C@@H]5C([C@@H](C5)C(=O)N5CCN(CC5)CC)(C)C)=O)C)C)(C)C ((1R,3aS,5aR,5bR,7aR,9S,11aR,11bR,13aR,13bR)-3a-((1S,3R)-3-(4-ethylpiperazine-1-carbonyl)-2,2-dimethylcyclobutylcarbamoyl)-5a,5b,8,8,11a-pentamethyl-1-(prop-1-en-2-yl)icosahydro-1H-cyclopenta[a]chrysen-9-yl acetate), [OH-].[Na+] (NaOH). The solvent is CO.C1CCOC1 (MeOH THF). Run at time 16 hour. The product is C(C)N1CCN(CC1)C(=O)[C@H]1C([C@H](C1)NC(=O)[C@]12[C@@H]([C@H]3CC[C@@H]4[C@]5(CC[C@@H](C([C@@H]5CC[C@]4([C@@]3(CC1)C)C)(C)C)O)C)[C@@H](CC2)C(=C)C)(C)C ((1R,3aS,5aR,5bR,7aR,9S,11aR,11bR,13aR,13bR)-N-((1S,3R)-3-(4-ethylpiperazine-1-carbonyl)-2,2-dimethylcyclobutyl)-9-hydroxy-5a,5b,8,8,11a-pentamethyl-1-(prop-1-en-2-yl)icosahydro-1H-cyclopenta[a]chrysene-3a-carboxamide). The yield is 69.9%. RXN SMILES: C([O:4][C@H:5]1[CH2:22][CH2:21][C@@:20]2([CH3:23])[C@@H:7]([CH2:8][CH2:9][C@:10]3([CH3:50])[C@@H:19]2[CH2:18][CH2:17][C@H:16]2[C@@:11]3([CH3:49])[CH2:12][CH2:13][C@@:14]3([C:30](=[O:48])[NH:31][C@H:32]4[CH2:35][C@@H:34]([C:36]([N:38]5[CH2:43][CH2:42][N:41]([CH2:44][CH3:45])[CH2:40][CH2:39]5)=[O:37])[C:33]4([CH3:47])[CH3:46])[CH2:26][CH2:25][C@@H:24]([C:27]([CH3:29])=[CH2:28])[C@@H:15]32)[C:6]1([CH3:52])[CH3:51])(=O)C.[OH-].[Na+]>CO.C1COCC1>[CH2:44]([N:41]1[CH2:42][CH2:43][N:38]([C:36]([C@@H:34]2[CH2:35][C@H:32]([NH:31][C:30]([C@:14]34[CH2:26][CH2:25][C@@H:24]([C:27]([CH3:29])=[CH2:28])[C@@H:15]3[C@@H:16]3[C@@:11]([CH3:49])([CH2:12][CH2:13]4)[C@@:10]4([CH3:50])[C@@H:19]([C@:20]5([CH3:23])[C@@H:7]([CH2:8][CH2:9]4)[C:6]([CH3:51])([CH3:52])[C@@H:5]([OH:4])[CH2:22][CH2:21]5)[CH2:18][CH2:17]3)=[O:48])[C:33]2([CH3:46])[CH3:47])=[O:37])[CH2:39][CH2:40]1)[CH3:45] |f:1.2,3.4|. Procedure: A solution of (1R,3aS,5aR,5bR,7aR,9S,11aR,11bR,13aR,13bR)-3a-((1S,3R)-3-(4-ethylpiperazine-1-carbonyl)-2,2-dimethylcyclobutylcarbamoyl)-5a,5b,8,8,11a-pentamethyl-1-(prop-1-en-2-yl)icosahydro-1H-cyclopenta[a]chrysen-9-yl acetate (Example 66, 0.760 g) in MeOH:THF (2:1) (45 ml) at 0° C., 2N NaOH (15 ml) were added and allowed to stir at room temperature for about 16 hours. After completion of the reaction (monitored by TLC), the volatiles were evaporated, the aqueous layer extracted with ethyl acet... Starting materials: C(C)OC(=O)C1C(CCC1)=O (2-oxo-cyclopentanecarboxylic acid ethyl ester), Cl.ClC1=CC=C(C(=N)N)C=C1 (4-chloro-benzamidine hydrochloride). Product: ClC1=CC=C(C=C1)C1=NC2=C(C(=N1)O)CCC2 (2-(4-Chloro-phenyl)-6,7-dihydro-5H-cyclopentapyrimidin-4-ol). As a reaction SMILES: C(O[C:4]([CH:6]1[CH2:10][CH2:9][CH2:8][C:7]1=O)=[O:5])C.Cl.[Cl:13][C:14]1[CH:22]=[CH:21][C:17]([C:18]([NH2:20])=[NH:19])=[CH:16][CH:15]=1>>[Cl:13][C:14]1[CH:22]=[CH:21][C:17]([C:18]2[N:20]=[C:4]([OH:5])[C:6]3[CH2:10][CH2:9][CH2:8][C:7]=3[N:19]=2)=[CH:16][CH:15]=1 |f:1.2|. Procedure details: The title compound was prepared from 2-oxo-cyclopentanecarboxylic acid ethyl ester and 4-chloro-benzamidine hydrochloride according to general procedure 1. 1H NMR (DMSO-d6, 400 MHz) δ 2.01 (tt, J=7.1, 7.1 Hz, 2H), 2.69 (t, J=7.1 Hz, 2H), 2.83 (t, J=7.1 Hz, 2H), 7.59 (d, J=8.5 Hz, 2H), 8.10 (d, J=8.5 Hz, 2H), 12.60 (br s, 1H); MS: m/z (ESI) 245 (M−H). The reactants are CCN(C1CCNCC1)S(=O)(=O)c1ccc(OC)cc1, C1CCOC1, Cc1cc(NC(=O)NCCCl)cc(C)n1, [I-], [Na+], [Na+], O=C([O-])O. The product is CCN(C1CCN(CCNC(=O)Nc2cc(C)nc(C)c2)CC1)S(=O)(=O)c1ccc(OC)cc1. RXN SMILES: [CH2:1]([CH3:2])[N:3]([S:4](=[O:5])(=[O:6])[c:7]1[cH:8][cH:9][c:10]([O:13][CH3:14])[cH:11][cH:12]1)[CH:15]1[CH2:16][CH2:17][NH:18][CH2:19][CH2:20]1.[CH2:43]1[O:44][CH2:45][CH2:46][CH2:47]1.[Cl:28][CH2:29][CH2:30][NH:31][C:32](=[O:33])[NH:34][c:35]1[cH:36][c:37]([CH3:42])[n:38][c:39]([CH3:41])[cH:40]1.[I-:26].[Na+:25].[Na+:27].[O-:21][C:22]([OH:23])=[O:24]>>[CH2:1]([CH3:2])[N:3]([S:4](=[O:5])(=[O:6])[c:7]1[cH:8][cH:9][c:10]([O:13][CH3:14])[cH:11][cH:12]1)[CH:15]1[CH2:16][CH2:17][N:18]([CH2:29][CH2:30][NH:31][C:32](=[O:33])[NH:34][c:35]2[cH:36][c:37]([CH3:42])[n:38][c:39]([CH3:41])[cH:40]2)[CH2:19][CH2:20]1. The reactants are COC=1CC(C=CC1)(CCCl)S(=O)(=O)C1(CC(=CC=C1)OC)CCCl (3-Methoxy-1-(2′-chloroethyl)phenylsulfone), B(Br)(Br)Br (BBr3), [Na+].[Cl-] (NaCl), ice water. Run in C(Cl)Cl (DCM), C(Cl)Cl (DCM). Reaction conditions: time 1.5 hour. The product is OC=1CC(C=CC1)(CCCl)S(=O)(=O)C1(CC(=CC=C1)O)CCCl (3-Hydroxy-1-(2′-chloroethyl)phenylsulfone). The yield is 87.2%. Reaction SMILES: C[O:2][C:3]1[CH2:4][C:5]([S:12]([C:15]2([CH2:23][CH2:24][Cl:25])[CH:20]=[CH:19][CH:18]=[C:17]([O:21]C)[CH2:16]2)(=[O:14])=[O:13])([CH2:9][CH2:10][Cl:11])[CH:6]=[CH:7][CH:8]=1.B(Br)(Br)Br.[Na+].[Cl-]>C(Cl)Cl>[OH:2][C:3]1[CH2:4][C:5]([S:12]([C:15]2([CH2:23][CH2:24][Cl:25])[CH:20]=[CH:19][CH:18]=[C:17]([OH:21])[CH2:16]2)(=[O:14])=[O:13])([CH2:9][CH2:10][Cl:11])[CH:6]=[CH:7][CH:8]=1 |f:2.3|. Procedure: To 6 (8.95 mmol, 2.1 g) in dry DCM (50 cm3) was added 1M BBr3 (27 mmol, 27 cm3 ) in DCM at 0° C. The solution was allowed to reach 20° C. over night, poured into ice water (100 cm3) and stirred for 1.5 h. The aqueous layer was saturated with NaCl and extracted with DCM. The combined organic layers were dried over MgSO4. Filtration and removal of the solvent gave 7 as a white solid (7.8 mmol, 1.72 g, 87%). An analytical sample was obtained by recrystallisation from DCM (mp: 107.6° C.). Reactants: CC1=CCCc2cc(OCc3ccccc3)ccc21, ClCCl, CN(C)C=O, O=P(Cl)(Cl)Cl. Product: CC1=C(C=O)CCc2cc(OCc3ccccc3)ccc21. Reaction SMILES: [CH2:11]([c:12]1[cH:13][cH:14][cH:15][cH:16][cH:17]1)[O:18][c:19]1[cH:20][cH:21][c:22]2[c:27]([cH:28]1)[CH2:26][CH2:25][CH:24]=[C:23]2[CH3:29].[CH2:30]([Cl:31])[Cl:32].[CH3:6][N:7]([CH:8]=[O:9])[CH3:10].[P:1]([Cl:2])([Cl:3])([Cl:4])=[O:5]>>[CH:8](=[O:9])[C:24]1=[C:23]([CH3:29])[c:22]2[cH:21][cH:20][c:19]([O:18][CH2:11][c:12]3[cH:13][cH:14][cH:15][cH:16][cH:17]3)[cH:28][c:27]2[CH2:26][CH2:25]1.